This data is from the Open Reaction Database (ORD), a public repository of structured organic reaction records. The task is: describe an organic reaction: reactants, conditions, products, and yield Reactants: CC1(OC[C@@](N1C(=O)OC(C)(C)C)(C=1SC(=NN1)C1=CC(=C(C=C1)OCCCCCCCC)C(F)(F)F)C)C ((R)-tert-Butyl 2,2,4-trimethyl-4-(5-(4-(octyloxy)-3-(trifluoromethyl)phenyl)-1,3,4-thiadiazol-2-yl)oxazolidine-3-carboxylate), C(C)#N.O (acetonitrile H2O). Product: CC1(OC[C@@](N1C(=O)OC(C)(C)C)(C=1SC(=NN1)C1=CC(=C(C=C1)OCCCCC1=CC=CC=C1)C(F)(F)F)C)C ((R)-tert-Butyl 2,2,4-trimethyl-4-(5-(4-(4-phenylbutoxy)-3-(trifluoromethyl)phenyl)-1,3,4-thiadiazol-2-yl)oxazolidine-3-carboxylate). Procedure details: The title compound was prepared analogously to (R)-tert-butyl 2,2,4-trimethyl-4-(5-(4-(octyloxy)-3-(trifluoromethyl)phenyl)-1,3,4-thiadiazol-2-yl)oxazolidine-3-carboxylate (14a) in 75% yield. MS (ESI): 592.14 (MH+), HPLC retention time on a C8(2) column (30×3.00 mm, 3μ) is 3.55 min with gradient 50-98% acetonitrile-H2O (0.1% TFA) in 3.5 min as mobile phase Yield: 75.0%. As a reaction SMILES: [CH3:1][C:2]1([CH3:39])[N:6]([C:7]([O:9][C:10]([CH3:13])([CH3:12])[CH3:11])=[O:8])[C@@:5]([CH3:38])([C:14]2[S:15][C:16]([C:19]3[CH:24]=[CH:23][C:22]([O:25][CH2:26][CH2:27][CH2:28][CH2:29][CH2:30][CH2:31][CH2:32][CH3:33])=[C:21]([C:34]([F:37])([F:36])[F:35])[CH:20]=3)=[N:17][N:18]=2)[CH2:4][O:3]1.[C:40](#N)[CH3:41].O>>[CH3:39][C:2]1([CH3:1])[N:6]([C:7]([O:9][C:10]([CH3:11])([CH3:12])[CH3:13])=[O:8])[C@@:5]([CH3:38])([C:14]2[S:15][C:16]([C:19]3[CH:24]=[CH:23][C:22]([O:25][CH2:26][CH2:27][CH2:28][CH2:29][C:30]4[CH:41]=[CH:40][CH:33]=[CH:32][CH:31]=4)=[C:21]([C:34]([F:37])([F:36])[F:35])[CH:20]=3)=[N:17][N:18]=2)[CH2:4][O:3]1 |f:1.2|. Starting materials: ClC1=NC2=CC=CC(=C2C(=C1)OC)Cl (2,5-dichloro-4-methoxyquinoline), NCCCNCC1=CC(=C(C=C1)Cl)Cl (N-(3-aminoprop-1-yl)-3,4-dichlorobenzylamine), CO.N.C(Cl)Cl (MeOH NH3 CH2Cl2). Run at temperature 100 celsius. The product is ClC=1C=C(CNCCCNC2=NC3=CC=CC(=C3C(=C2)OC)Cl)C=CC1Cl (2-[3-(3,4-Dichlorobenzylamino)prop-1-ylamino]-5-chloro-4-methoxyquinoline). As a reaction SMILES: Cl[C:2]1[CH:11]=[C:10]([O:12][CH3:13])[C:9]2[C:4](=[CH:5][CH:6]=[CH:7][C:8]=2[Cl:14])[N:3]=1.[NH2:15][CH2:16][CH2:17][CH2:18][NH:19][CH2:20][C:21]1[CH:26]=[CH:25][C:24]([Cl:27])=[C:23]([Cl:28])[CH:22]=1.CO.N.C(Cl)Cl>>[Cl:28][C:23]1[CH:22]=[C:21]([CH:26]=[CH:25][C:24]=1[Cl:27])[CH2:20][NH:19][CH2:18][CH2:17][CH2:16][NH:15][C:2]1[CH:11]=[C:10]([O:12][CH3:13])[C:9]2[C:4](=[CH:5][CH:6]=[CH:7][C:8]=2[Cl:14])[N:3]=1 |f:2.3.4|. Procedure: A mixture of 2,5-dichloro-4-methoxyquinoline (0.12 g, 0.53 mmol) and N-(3-aminoprop-1-yl)-3,4-dichlorobenzylamine (0.37 g) was heated at 100° C. for 8 h. The resulting mixture was submitted to column chromatography (silica gel, MeOH:NH3:CH2Cl2 10:1:150→10:1:100) to give the title compound as a colourless film, (93 mg, 41%). δH (CDCl3) 1.70-1.87 (m, 3H+H2O), 2.74 (t, J=6.3, 2H), 3.54-3.65 (m, 2H), 3.72 (s, 2H), 3.91 (s, 3H), 5.22 (br, t, 1H), 5.90 (s, 1H), 7.10-7.17 (m, 2H), 7.28-7.37 (m, 2H), 7.... Starting materials: CC(C)C1NCCC1(O)C1CC1, N#Cc1ccc(F)cc1C(F)(F)F, [Li+], [Li+], O=C([O-])[O-]. Product: CC(C)C1N(c2ccc(C#N)c(C(F)(F)F)c2)CCC1(O)C1CC1. As a reaction SMILES: [CH:1]1([C:4]2([OH:12])[CH:5]([CH:9]([CH3:10])[CH3:11])[NH:6][CH2:7][CH2:8]2)[CH2:2][CH2:3]1.[F:13][c:14]1[cH:15][c:16]([C:22]([F:23])([F:24])[F:25])[c:17]([C:18]#[N:19])[cH:20][cH:21]1.[Li+:26].[Li+:27].[O-:28][C:29](=[O:30])[O-:31]>>[CH:1]1([C:4]2([OH:12])[CH:5]([CH:9]([CH3:10])[CH3:11])[N:6]([c:14]3[cH:15][c:16]([C:22]([F:23])([F:24])[F:25])[c:17]([C:18]#[N:19])[cH:20][cH:21]3)[CH2:7][CH2:8]2)[CH2:2][CH2:3]1. Reactants: Oc1ccc2cc(Br)ccc2c1, CCOC(C)=O, CC(C)=O, Cl, O=C1CCC(=O)N1Br. Yields the product Oc1ccc2cc(Br)ccc2c1Br. Reaction SMILES: [Br:1][c:2]1[cH:3][c:4]2[cH:5][cH:6][c:7]([OH:12])[cH:8][c:9]2[cH:10][cH:11]1.[CH3:22][CH2:23][O:24][C:25](=[O:26])[CH3:27].[CH3:28][C:29](=[O:30])[CH3:31].[ClH:21].[O:13]=[C:14]1[N:15]([Br:20])[C:16](=[O:17])[CH2:18][CH2:19]1>>[Br:1][c:2]1[cH:3][c:4]2[cH:5][cH:6][c:7]([OH:12])[c:8]([Br:20])[c:9]2[cH:10][cH:11]1. Reactants: BrCc1ccccc1, O=C([O-])[O-], CC#N, [K+], [K+], O=Cc1ncc[nH]1. The product is O=Cc1nccn1Cc1ccccc1. RXN SMILES: [Br:14][CH2:15][c:16]1[cH:17][cH:18][cH:19][cH:20][cH:21]1.[C:8](=[O:9])([O-:10])[O-:11].[CH3:22][C:23]#[N:24].[K+:12].[K+:13].[nH:1]1[c:2]([CH:6]=[O:7])[n:3][cH:4][cH:5]1>>[n:1]1([CH2:15][c:16]2[cH:17][cH:18][cH:19][cH:20][cH:21]2)[c:2]([CH:6]=[O:7])[n:3][cH:4][cH:5]1.